From a dataset of the Open Reaction Database (ORD), a public repository of structured organic reaction records. describe an organic reaction: reactants, conditions, products, and yield The reactants are CCOC(=O)CC(=O)OCC, CCO, BrCCCCCCC1CC1, [Na]. The product is CCOC(=O)C1(CCCCCCC2CC2)CO1. As a reaction SMILES: [CH2:11]([O:12][C:14]([CH2:15][C:16](=[O:17])[O:18][CH2:19][CH3:20])=[O:21])[CH3:13].[CH3:23][CH2:24][OH:25].[CH:1]1([CH2:4][CH2:5][CH2:6][CH2:7][CH2:8][CH2:9][Br:10])[CH2:2][CH2:3]1.[Na:22]>>[CH:1]1([CH2:4][CH2:5][CH2:6][CH2:7][CH2:8][CH2:9][C:15]2([C:16](=[O:17])[O:18][CH2:19][CH3:20])[CH2:14][O:21]2)[CH2:2][CH2:3]1. Reactants: C(C1=CC=CC=C1)OC=1N=NC(=CC1OCC1=CC=CC=C1)C#CC1=NC=C(C=C1)C(F)(F)F (3,4-bis(benzyloxy)-6-{[5-(trifluoromethyl)pyridin-2-yl]ethynyl}pyridazine), C(C1=CC=CC=C1)OC=1N=NC(=CC1OCC1=CC=CC=C1)C#C (3,4-bis(Benzyloxy)-6-ethynylpyridazine), FC1=C(C=CC(=C1)I)C (2-fluoro-4-iodo-1-methylbenzene), C(C1=CC=CC=C1)OC=1N=NC(=CC1OCC1=CC=CC=C1)C#CC1=NC=C(C=C1)C(F)(F)F (3,4-bis(benzyloxy)-6-{[5-(trifluoromethyl)pyridin-2-yl]ethynyl}pyridazine), C(C1=CC=CC=C1)OC=1N=NC(=CC1OCC1=CC=CC=C1)C#C (3,4-bis(Benzyloxy)-6-ethynylpyridazine). Product: C(C1=CC=CC=C1)OC=1N=NC(=CC1OCC1=CC=CC=C1)C#CC1=CC(=C(C=C1)C)F (3,4-bis(Benzyloxy)-6-[2-(3-fluoro-4-methylphenyl)-ethynyl]pyridazine). Isolated yield 67.0%. RXN SMILES: C(OC1N=NC(C#CC2C=CC(C(F)(F)F)=CN=2)=CC=1OCC1C=CC=CC=1)C1C=CC=CC=1.[CH2:35]([O:42][C:43]1[N:44]=[N:45][C:46]([C:57]#[CH:58])=[CH:47][C:48]=1[O:49][CH2:50][C:51]1[CH:56]=[CH:55][CH:54]=[CH:53][CH:52]=1)[C:36]1[CH:41]=[CH:40][CH:39]=[CH:38][CH:37]=1.[F:59][C:60]1[CH:65]=[C:64](I)[CH:63]=[CH:62][C:61]=1[CH3:67]>>[CH2:35]([O:42][C:43]1[N:44]=[N:45][C:46]([C:57]#[C:58][C:64]2[CH:63]=[CH:62][C:61]([CH3:67])=[C:60]([F:59])[CH:65]=2)=[CH:47][C:48]=1[O:49][CH2:50][C:51]1[CH:56]=[CH:55][CH:54]=[CH:53][CH:52]=1)[C:36]1[CH:37]=[CH:38][CH:39]=[CH:40][CH:41]=1. Procedure details: Prepared as described for 3,4-bis(benzyloxy)-6-{[5-(trifluoromethyl)pyridin-2-yl]ethynyl}pyridazine (Intermediate 6) from 3,4-bis(benzyloxy)-6-ethynylpyridazine (Intermediate 5) and 2-fluoro-4-iodo-1-methylbenzene in 67% yield. The reactants are NC=1N=C(SC1C#N)NCCNC(OC(C)(C)C)=O (tert-Butyl {2-[(4-amino-5-cyano-1,3-thiazol-2-yl)amino]ethyl}carbamate), Cl (hydrogen chloride). Run in O1CCOCC1 (dioxane). Product: Cl.Cl.NC=1N=C(SC1C#N)NCCN (4-Amino-2-[(2-aminoethyl)amino]-1,3-thiazol-5-carbonitrile dihydrochloride). As a reaction SMILES: [NH2:1][C:2]1[N:3]=[C:4]([NH:9][CH2:10][CH2:11][NH:12]C(=O)OC(C)(C)C)[S:5][C:6]=1[C:7]#[N:8].[ClH:20]>O1CCOCC1>[ClH:20].[ClH:20].[NH2:1][C:2]1[N:3]=[C:4]([NH:9][CH2:10][CH2:11][NH2:12])[S:5][C:6]=1[C:7]#[N:8] |f:3.4.5|. Procedure: 2.18 g (7.7 mmol) of tert-butyl {2-[(4-amino-5-cyano-1,3-thiazol-2-yl)amino]ethyl}carbamate (Example 7A) in 100 ml of 4N hydrogen chloride in dioxane were stirred at RT for 30 min. The reaction mixture was concentrated. This gave 2 g (100% of theory) of the product as a solid. The reactants are CC(=O)OC(C)=O, CCOC(=O)c1sc2c(c1O)CN(Cc1ccccc1Cl)CC2. The product is CCOC(=O)c1sc2c(c1OC(C)=O)CN(Cc1ccccc1Cl)CC2. Reaction SMILES: [CH3:24][C:25](=[O:26])[O:27][C:28](=[O:29])[CH3:30].[Cl:1][c:2]1[c:3]([CH2:4][N:5]2[CH2:6][c:7]3[c:8]([s:11][c:12]([C:15](=[O:16])[O:17][CH2:18][CH3:19])[c:13]3[OH:14])[CH2:9][CH2:10]2)[cH:20][cH:21][cH:22][cH:23]1>>[Cl:1][c:2]1[c:3]([CH2:4][N:5]2[CH2:6][c:7]3[c:8]([s:11][c:12]([C:15](=[O:16])[O:17][CH2:18][CH3:19])[c:13]3[O:14][C:25]([CH3:24])=[O:26])[CH2:9][CH2:10]2)[cH:20][cH:21][cH:22][cH:23]1. Reactants: BrC=1C=CC(=NC1)OC (5-bromo-2-methoxypyridine), C(C)(=O)[O-].[Na+] (sodium acetate), BrBr (bromine). The solvent is O (H2O), C(C)(=O)O (acetic acid). Conditions: temperature 80 celsius, time 3 hour. Yields the product BrC=1C(=NC=C(C1)Br)OC (3,5-dibromo-2-methoxy-pyridine). Reaction SMILES: [Br:1][C:2]1[CH:3]=[CH:4][C:5]([O:8][CH3:9])=[N:6][CH:7]=1.C([O-])(=O)C.[Na+].[Br:15]Br>C(O)(=O)C.O>[Br:15][C:4]1[C:5]([O:8][CH3:9])=[N:6][CH:7]=[C:2]([Br:1])[CH:3]=1 |f:1.2|. Procedure details: To 5-bromo-2-methoxypyridine (0.564 g, 3.0 mmol) and sodium acetate (0.246 g, 3.0 mmol) in acetic acid (3 mL) was added bromine (0.27 mL, 5.25 mmol), and the mixture was stirred at 80° C. for 3 hours, and then at room temperature overnight. The mixture was diluted with H2O and extracted with EtOAc, and the combined organic layers were washed with saturated aqueous Na2CO3 and saturated aqueous Na2S2O3. The organic layer was concentrated and dried under high vacuum to give 3,5-dibromo-2-methoxy-py... Starting materials: acid chloride, Cl (HCl), C(CCC)(=O)Cl (Butyryl chloride), NC1=C(C(=O)N)C=C(C=C1)Cl (2-amino-5-chlorobenzamide), [OH-].[Na+] (NaOH). Solvent: C(C)(=O)OCC (ethyl acetate), C1CCOC1 (THF). Yields the product C(CCC)(=O)NC1=C(C(=O)N)C=C(C=C1)Cl (2-butyramido-5-chlorobenzamide). Yield: 92.0%. Reaction SMILES: [C:1](Cl)(=[O:5])[CH2:2][CH2:3][CH3:4].[NH2:7][C:8]1[CH:16]=[CH:15][C:14]([Cl:17])=[CH:13][C:9]=1[C:10]([NH2:12])=[O:11].[OH-].[Na+].Cl>C(OCC)(=O)C.C1COCC1>[C:1]([NH:7][C:8]1[CH:16]=[CH:15][C:14]([Cl:17])=[CH:13][C:9]=1[C:10]([NH2:12])=[O:11])(=[O:5])[CH2:2][CH2:3][CH3:4] |f:2.3|. Reported procedure: Preparation D10, Step 1: Butyryl chloride (0.68 mL, 6.5 mmol, 1 eq) was slowly dripped into a mixture of 2-amino-5-chlorobenzamide (1.10 g, 6.5 mmol, 1 eq), 1.000N NaOH (6.50 mL, 6.5 mmol, 1 eq) and THF (enough to dissolve) at 0° C. More acid chloride and base were added to drive the reaction to completion. After 4 days ethyl acetate was added followed by 1N HCl. The layers were separated and the organic layer washed with 1N HCl (2×), saturated sodium bicarbonate (1×), and brine (1×). The organi... The reactants are OC1=CC=CC=2OC(=CC21)C2=CC(=NO2)C (5-(4-hydroxybenzo(b)furan-2-yl)-3-methylisoxazole), S(=O)(=O)(OC[C@@H]1CO1)C1=CC=C([N+](=O)[O-])C=C1 ((S)-glycidyl nosylate), C([O-])([O-])=O.[K+].[K+] (potassium carbonate). The product is C([C@@H]1CO1)OC1=CC=CC=2OC(=CC21)C2=CC(=NO2)C ((S)-5-(4-glycidyloxybenzo(b)furan-2-yl)-3-methylisoxazole). The yield is 86.3%. Reaction SMILES: [OH:1][C:2]1[C:10]2[CH:9]=[C:8]([C:11]3[O:15][N:14]=[C:13]([CH3:16])[CH:12]=3)[O:7][C:6]=2[CH:5]=[CH:4][CH:3]=1.S(C1C=CC([N+]([O-])=O)=CC=1)(O[CH2:21][C@H:22]1[O:24][CH2:23]1)(=O)=O.C(=O)([O-])[O-].[K+].[K+]>>[CH2:21]([O:1][C:2]1[C:10]2[CH:9]=[C:8]([C:11]3[O:15][N:14]=[C:13]([CH3:16])[CH:12]=3)[O:7][C:6]=2[CH:5]=[CH:4][CH:3]=1)[C@H:22]1[O:24][CH2:23]1 |f:2.3.4|. Reported procedure: By the reactions in the same manner as in Starting Material Synthesis Example 1 using 5-(4-hydroxybenzo(b)furan-2-yl)-3-methylisoxazole (2.6 g), (S)-glycidyl nosylate (3.1 g) and potassium carbonate (5.0 g), the title compound (2.8 g) was obtained as brown crystals.